Dataset: the Open Reaction Database (ORD), a public repository of structured organic reaction records. Task: describe an organic reaction: reactants, conditions, products, and yield The reactants are CCN=C=NCCCN(C)C, Clc1ccc(CN2CCNCC2)c(Cl)c1, ClCCl, Cl, O=C(O)CN1CCC(c2ccccc2)(c2ccccc2)C1=O. Yields the product O=C(CN1CCC(c2ccccc2)(c2ccccc2)C1=O)N1CCN(Cc2ccc(Cl)cc2Cl)CC1. Reaction SMILES: [CH2:2]([N:3]=[C:4]=[N:5][CH2:6][CH2:7][CH2:8][N:9]([CH3:10])[CH3:11])[CH3:12].[Cl:35][c:36]1[c:37]([CH2:38][N:39]2[CH2:40][CH2:41][NH:42][CH2:43][CH2:44]2)[cH:45][cH:46][c:47]([Cl:49])[cH:48]1.[Cl:50][CH2:51][Cl:52].[ClH:1].[O:13]=[C:14]1[N:15]([CH2:31][C:32](=[O:33])[OH:34])[CH2:16][CH2:17][C:18]1([c:19]1[cH:20][cH:21][cH:22][cH:23][cH:24]1)[c:25]1[cH:26][cH:27][cH:28][cH:29][cH:30]1>>[O:13]=[C:14]1[N:15]([CH2:31][C:32](=[O:33])[N:42]2[CH2:41][CH2:40][N:39]([CH2:38][c:37]3[c:36]([Cl:35])[cH:48][c:47]([Cl:49])[cH:46][cH:45]3)[CH2:44][CH2:43]2)[CH2:16][CH2:17][C:18]1([c:19]1[cH:20][cH:21][cH:22][cH:23][cH:24]1)[c:25]1[cH:26][cH:27][cH:28][cH:29][cH:30]1. Reactants: C(C1=CC=CC=C1)OC(C=CCC1CC2=CC=CC=C2C1)=O (benzyl-4-(indan-2-yl)-2-butenoate). The reagents and catalysts are [C].[Pd] (palladium-carbon). Solvent: CO (methanol). Run at time 2.5 hour. The product is C1C(CC2=CC=CC=C12)CCCC(=O)O (4-(indan-2-yl)butanoic acid). The yield is 85.1%. RXN SMILES: C([O:8][C:9](=[O:22])[CH:10]=[CH:11][CH2:12][CH:13]1[CH2:21][C:20]2[C:15](=[CH:16][CH:17]=[CH:18][CH:19]=2)[CH2:14]1)C1C=CC=CC=1>CO.[C].[Pd]>[CH2:21]1[C:20]2[C:15](=[CH:16][CH:17]=[CH:18][CH:19]=2)[CH2:14][CH:13]1[CH2:12][CH2:11][CH2:10][C:9]([OH:22])=[O:8] |f:2.3|. Procedure details: Dissovled in 120 ml of methanol were 6.45 g (22.1 mmol) of benzyl-4-(indan-2-yl)-2-butenoate, and 0.6 g of 10% palladium-carbon was added to the solution, followed by vigorous stirring for 2.5 hours under a hydrogen atmosphere. The catalyst was separated by filtration, and the filtrate was concentrated to obtain 3.84 g of 4-(indan-2-yl)butanoic acid as a crystal. Yield: 85%. Reactants: BrC=1C=CC(=NC1)C=O (5-bromopicolinaldehyde), C([O-])([O-])=O.[K+].[K+] (potassium carbonate), C=1(C(=CC=CC1)S(=O)(=O)C[N+]#[C-])C (toluenesulphonylmethyl isocyanide). Solvent: CO (MeOH), O (water). Product: BrC=1C=CC(=NC1)C1=CN=CO1 (5-(5-bromopyridin-2-yl)oxazole), solid. Yield: 70.2%. Reaction SMILES: [Br:1][C:2]1[CH:3]=[CH:4][C:5]([CH:8]=[O:9])=[N:6][CH:7]=1.C(=O)([O-])[O-].[K+].[K+].C1(C)C(S([CH2:25][N+:26]#[C-:27])(=O)=O)=CC=CC=1>CO.O>[Br:1][C:2]1[CH:3]=[CH:4][C:5]([C:8]2[O:9][CH:27]=[N:26][CH:25]=2)=[N:6][CH:7]=1 |f:1.2.3|. Procedure details: To a stirred suspension of 5-bromopicolinaldehyde (0.412 g, 2.215 mmol, Tetrahedron Letters 2008, 64, 3794-3801) and potassium carbonate (0.3358 g, 2.43 mmol, Rankem) in MeOH (20 mL) was added toluenesulphonylmethyl isocyanide (0.4757 g, 2.43 mmol). The reaction mixture was heated to reflux for about 4 h. The reaction mixture diluted with water (100 mL) and the product was extracted with EtOAc (2×75 mL). The combined organic layers were washed successively with water (2×50 mL) and brine (1×50 mL... The reactants are Cl.N[C@H]([C@@H](CNCC1=CC(=CC=C1)C(F)(F)F)O)CC1=CC=CC=C1 ((2R,3S)-3-amino-4-phenyl-1-{[3-(trifluoromethyl)benzyl]amino}butan-2-ol hydrochloride), OC1=CC=CC=2NN=NC21 (hydroxybenzotriazole), Cl.CN(CCCN=C=NCC)C (1-(3-dimethylaminopropyl)-3-ethylcarbodiimide hydrochloride), C(C)(C)N(C(C)C)CC (N,N-diisopropylethylamine), O=C1N(C=CC=2C(=CC=CC12)C(=O)O)C(CCC)CCC (1-oxo-2-(1-propylbutyl)-1,2-dihydroisoquinoline-5-carboxylic acid). Run in ClCCl (dichloromethane), O (water). Run at time 20 hour. The product is C(C1=CC=CC=C1)[C@@H]([C@@H](CNCC1=CC(=CC=C1)C(F)(F)F)O)NC(=O)C=1C=2C=CN(C(C2C=CC1)=O)C(CCC)CCC (N-[(1S,2R)-1-benzyl-2-hydroxy-3-{[3-(trifluoromethyl)benzyl]amino}-propyl]-1-oxo-2-(1-propylbutyl)-1,2-dihydroisoquinoline-5-carboxamide). Reaction SMILES: [O:1]=[C:2]1[C:11]2[CH:10]=[CH:9][CH:8]=[C:7]([C:12]([OH:14])=O)[C:6]=2[CH:5]=[CH:4][N:3]1[CH:15]([CH2:19][CH2:20][CH3:21])[CH2:16][CH2:17][CH3:18].Cl.[NH2:23][C@@H:24]([CH2:40][C:41]1[CH:46]=[CH:45][CH:44]=[CH:43][CH:42]=1)[C@H:25]([OH:39])[CH2:26][NH:27][CH2:28][C:29]1[CH:34]=[CH:33][CH:32]=[C:31]([C:35]([F:38])([F:37])[F:36])[CH:30]=1.OC1C2N=NNC=2C=CC=1.Cl.CN(C)CCCN=C=NCC.C(N(CC)C(C)C)(C)C>ClCCl.O>[CH2:40]([C@H:24]([NH:23][C:12]([C:7]1[C:6]2[CH:5]=[CH:4][N:3]([CH:15]([CH2:19][CH2:20][CH3:21])[CH2:16][CH2:17][CH3:18])[C:2](=[O:1])[C:11]=2[CH:10]=[CH:9][CH:8]=1)=[O:14])[C@H:25]([OH:39])[CH2:26][NH:27][CH2:28][C:29]1[CH:34]=[CH:33][CH:32]=[C:31]([C:35]([F:36])([F:37])[F:38])[CH:30]=1)[C:41]1[CH:46]=[CH:45][CH:44]=[CH:43][CH:42]=1 |f:1.2,4.5|. Procedure: 77 mg of 1-oxo-2-(1-propylbutyl)-1,2-dihydroisoquinoline-5-carboxylic acid are dissolved in 4.5 cm3 of dichloromethane under an inert atmosphere at a temperature close to 20° C. 110 mg of (2R,3S)-3-amino-4-phenyl-1-{[3-(trifluoromethyl)benzyl]amino}butan-2-ol hydrochloride (1:1), 5 mg of hydroxybenzotriazole, 61 mg of 1-(3-dimethylaminopropyl)-3-ethylcarbodiimide hydrochloride are added to the solution. 0.22 cm3 of N,N-diisopropylethylamine is poured into the reaction medium. The latter is kept ...